From a dataset of the Open Reaction Database (ORD), a public repository of structured organic reaction records. describe an organic reaction: reactants, conditions, products, and yield Starting materials: C(C)(C)(C)O (tert-butanol), BrC1=CC=C(O1)C(=O)O (5-bromo-2-furoic acid), C(CCCCCCCC=CCC=CCC=C)O (9,12,15-hexadecatrienol), CC(C)([O-])C.[K+] (potassium tert-butoxide). The solvent is C1(=CC=CC=C1)C (toluene). Reaction conditions: temperature 110 celsius. The product is C(CCCCCCCC=CCC=CCC=C)OC1=CC=C(O1)C(=O)O (5-(9,12,15-hexadecatrienyloxy)-2-furoic acid). As a reaction SMILES: Br[C:2]1[O:6][C:5]([C:7]([OH:9])=[O:8])=[CH:4][CH:3]=1.[CH2:10]([OH:26])[CH2:11][CH2:12][CH2:13][CH2:14][CH2:15][CH2:16][CH2:17][CH:18]=[CH:19][CH2:20][CH:21]=[CH:22][CH2:23][CH:24]=[CH2:25].CC(C)([O-])C.[K+].C(O)(C)(C)C>C1(C)C=CC=CC=1>[CH2:10]([O:26][C:2]1[O:6][C:5]([C:7]([OH:9])=[O:8])=[CH:4][CH:3]=1)[CH2:11][CH2:12][CH2:13][CH2:14][CH2:15][CH2:16][CH2:17][CH:18]=[CH:19][CH2:20][CH:21]=[CH:22][CH2:23][CH:24]=[CH2:25] |f:2.3|. Procedure: A mixture of 57.0 g (0.300 mole) of 5-bromo-2-furoic acid, 119.0 g (0.450 mole) of 9,12,15-hexadecatrienol, and 84 g (0.750 mole) of potassium tert-butoxide in dry toluene is stirred with heating. The tert-butanol formed in the reaction is allowed to distill off, and the mixture is refluxed at 110° C. with stirring for 48 hours. The mixture is allowed to cool, then is acidified with acetic acid and diluted with ice water. The toluene organic layer is separated, washed with water, then extracted ... Reactants: ONC(C1=C2C=CN(C2=CC=C1)CCC(=O)OCC)=N (ethyl 3-{4-[(hydroxyamino)(imino)methyl]-1H-indol-1-yl}propanoate), C(#N)C=1C=C(C(=O)O)C=CC1OC(C)C (3-cyano-4-[(1-methylethyl)oxy]benzoic acid), CCN=C=NCCCN(C)C (EDAC), C=1C=CC2=C(C1)N=NN2O (HOBt). The solvent is CN(C)C=O (DMF). Reaction conditions: time 15 minute. Yields the product C(#N)C=1C=C(C=CC1OC(C)C)C1=NC(=NO1)C1=C2C=CN(C2=CC=C1)CCC(=O)OCC (Ethyl 3-[4-(5-{3-cyano-4-[(1-methylethyl)oxy]phenyl}-1,2,4-oxadiazol-3-yl)-1H-indol-1-yl]propanoate). Yield: 33.1%. RXN SMILES: [C:1]([C:3]1[CH:4]=[C:5]([CH:9]=[CH:10][C:11]=1[O:12][CH:13]([CH3:15])[CH3:14])[C:6]([OH:8])=O)#[N:2].CCN=C=NCCCN(C)C.C1C=CC2N(O)N=NC=2C=1.O[NH:38][C:39](=[NH:56])[C:40]1[CH:48]=[CH:47][CH:46]=[C:45]2[C:41]=1[CH:42]=[CH:43][N:44]2[CH2:49][CH2:50][C:51]([O:53][CH2:54][CH3:55])=[O:52]>CN(C=O)C>[C:1]([C:3]1[CH:4]=[C:5]([C:6]2[O:8][N:56]=[C:39]([C:40]3[CH:48]=[CH:47][CH:46]=[C:45]4[C:41]=3[CH:42]=[CH:43][N:44]4[CH2:49][CH2:50][C:51]([O:53][CH2:54][CH3:55])=[O:52])[N:38]=2)[CH:9]=[CH:10][C:11]=1[O:12][CH:13]([CH3:15])[CH3:14])#[N:2]. Procedure: The 3-cyano-4-[(1-methylethyl)oxy]benzoic acid (can be prepared as described in WO2005/58848) (113 mg, 0.55 mmol), EDAC (115 mg, 0.60 mmol) and HOBt (82 mg, 0.60 mmol) were dissolved in DMF (5 ml) and left standing for 15 minutes. Added ethyl 3-{4-[(hydroxyamino)(imino)methyl]-1H-indol-1-yl}propanoate (D57) (150 mg, 0.55 mmol) and stood overnight at RT. Heated solution at 80° C. for 2 hours. LC/MS showed mostly product. After heating for a few more hours there was no change. Added EtOAc (20 ml) ... The reactants are N(=O)[O-].[Na+] (sodium nitrite), S(=O)=O (sulfur dioxide), cupric chloride dihydrate, ice, Cl (hydrochloric acid), NC1=CC(=NN1C1=CC=CC=C1)C=1N=NN(N1)C (5-amino-1-phenyl-3-(2-methyl-2H-tetrazol-5-yl)-1H-pyrazole). Solvent: O (water), C(C)(=O)O (acetic acid), O (water), C(=O)O (formic acid), C(C)(=O)O (acetic acid). Run at time 15 minute. Yields the product CN1N=C(N=N1)C1=NN(C(=C1)S(=O)(=O)N)C1=CC=CC=C1 (3-(2-Methyl-2H-tetrazole-5-yl)-1-phenyl-1H-pyrazole-5-sulfonamide). RXN SMILES: Cl.N[C:3]1[N:7]([C:8]2[CH:13]=[CH:12][CH:11]=[CH:10][CH:9]=2)[N:6]=[C:5]([C:14]2[N:15]=[N:16][N:17]([CH3:19])[N:18]=2)[CH:4]=1.[N:20]([O-])=O.[Na+].[S:24](=[O:26])=[O:25]>O.C(O)(=O)C.C(O)=O>[CH3:19][N:17]1[N:16]=[N:15][C:14]([C:5]2[CH:4]=[C:3]([S:24]([NH2:20])(=[O:26])=[O:25])[N:7]([C:8]3[CH:13]=[CH:12][CH:11]=[CH:10][CH:9]=3)[N:6]=2)=[N:18]1 |f:2.3|. Procedure: To a mixture of 3.1 mL of 12N hydrochloric acid, 12.5 mL of acetic acid, 3.7 mL of formic acid and 4.5 g of 5-amino-1-phenyl-3-(2-methyl-2H-tetrazol-5-yl)-1H-pyrazole was added dropwise 1.4 g of sodium nitrite in 2.5 mL of water at -8° to -6° C. The mixture was stirred for 15 minutes and then added to 20 mL of acetic acid containing 3.7 mL (liquid) of sulfur dioxide and 0.75 g of cupric chloride dihydrate. After stirring for thirty minutes and allowing to warm to room temperature, the mixture wa... The reactants are ClC=1C(=C(C=C(C1)Cl)C1=CC=C(C=C1)F)C=1OCC(N1)(C)C (2-(3,5-dichloro-4'-fluoro-2-[1,1'-biphenyl]yl)-4,4-dimethyl-2-oxazoline), CI (methyl iodide). Solvent: [N+](=O)([O-])C (nitromethane), CCOCC (ether). Yields the product [I-].ClC=1C(=C(C=C(C1)Cl)C1=CC=C(C=C1)F)[CH2+]1OCC(N1C)(C)C (2-(3,5-Dichloro-4'-fluoro-2-[1,1'-biphenyl]yl)-3,4,4-trimethyl-2-oxazolium iodide). Yield: 92.0%. RXN SMILES: [Cl:1][C:2]1[C:3]([C:16]2[O:17][CH2:18][C:19]([CH3:22])([CH3:21])[N:20]=2)=[C:4]([C:9]2[CH:14]=[CH:13][C:12]([F:15])=[CH:11][CH:10]=2)[CH:5]=[C:6]([Cl:8])[CH:7]=1.[CH3:23][I:24]>[N+](C)([O-])=O.CCOCC>[I-:24].[Cl:1][C:2]1[C:3]([CH2+:16]2[N:20]([CH3:23])[C:19]([CH3:22])([CH3:21])[CH2:18][O:17]2)=[C:4]([C:9]2[CH:14]=[CH:13][C:12]([F:15])=[CH:11][CH:10]=2)[CH:5]=[C:6]([Cl:8])[CH:7]=1 |f:4.5|. Procedure: A solution of 2-(3,5-dichloro-4'-fluoro-2-[1,1'-biphenyl]yl)-4,4-dimethyl-2-oxazoline (4.6 g, 13.6 mmol) and methyl iodide (7 ml) in nitromethane (30 ml) was stirred on a steam bath for sixteen hours. The cooled reaction mixture was diluted with dry ether (200 ml) and, after cooling in an ice-bath, the crystalline product was collected to give 6 g (92%) of the title compound, mp 214°-216° C. dec. Crystallization from acetonitrile-ether (1:3, v:v) provided an analytical sample of the title compou... The reactants are Cl (HCl), COB(OC)OC (trimethoxyborane), C(C)(CC)[Li] (sec-Butyllithium), FC=1C=C(C=CC1)[C@@H]1CC[C@H](CC1)C=C (1-(3-fluorophenyl)-trans-4-ethenylcyclohexane), C1(=CC=CC=C1)C (toluene). Run in CCCCCC (n-hexane), C1CCOC1 (THF), C1CCCCC1 (cyclohexane), C1CCOC1 (THF). Conditions: time 2 hour. The product is C(=C)[C@@H]1CC[C@H](CC1)C1=C(C=C(C=C1)B(O)O)F (trans-4-(4-ethenylcyclohexyl)-3-fluorophenylboronic acid). As a reaction SMILES: [F:1][C:2]1[CH:3]=[C:4]([C@H]2CC[C@H](C=C)CC2)[CH:5]=[CH:6][CH:7]=1.[CH:16]([Li])(CC)C.C[O:22][B:23]([O:26]C)OC.Cl.[C:29]1([CH3:35])[CH:34]=[CH:33][CH:32]=[CH:31][CH:30]=1>C1COCC1.C1CCCCC1.CCCCCC>[CH:35]([C@H:29]1[CH2:34][CH2:33][C@H:32]([C:7]2[CH:6]=[CH:5][C:4]([B:23]([OH:26])[OH:22])=[CH:3][C:2]=2[F:1])[CH2:31][CH2:30]1)=[CH2:16]. Reported procedure: The compound (38) (9.0 g) and THF (100 ml) were put in a reaction vessel under a nitrogen atmosphere, and cooled to −74° C. sec-Butyllithium (1.00 M, in a n-hexane and cyclohexane solution; 20.0 ml) was added dropwise thereto in the temperature range of −74° C. to −70° C., and the mixture was stirred for another 2 hours. Subsequently, trimethoxyborane (5.5 g) in a THF (20 ml) solution was added dropwise thereto in the temperature range of −75° C. to −70° C., and the mixture was stirred for 8 hou... Starting materials: Cl (hydrochloric acid), C(CCC)(=O)C=1C=NC2=C(C=CC=C2C1NC1=C(C=C(C=C1)O)C)COC(C1=CC=C(C=C1)OC)=O (3-butyryl-4-(4-hydroxy-2-methylphenylamino)-8-(4-methoxybenzoyloxymethyl)quinoline), [OH-].[Na+] (sodium hydroxide). Solvent: O (water), CO (methanol). Product: Cl.C(CCC)(=O)C=1C=NC2=C(C=CC=C2C1NC1=C(C=C(C=C1)O)C)CO (3-butyryl-4-(4-hydroxy-2-methylphenylamino)-8-(hydroxymethyl)quinoline hydrochloride). Isolated yield 62.0%. RXN SMILES: [C:1]([C:6]1[CH:7]=[N:8][C:9]2[C:14]([C:15]=1[NH:16][C:17]1[CH:22]=[CH:21][C:20]([OH:23])=[CH:19][C:18]=1[CH3:24])=[CH:13][CH:12]=[CH:11][C:10]=2[CH2:25][O:26]C(=O)C1C=CC(OC)=CC=1)(=[O:5])[CH2:2][CH2:3][CH3:4].[OH-].[Na+].[ClH:39]>CO.O>[ClH:39].[C:1]([C:6]1[CH:7]=[N:8][C:9]2[C:14]([C:15]=1[NH:16][C:17]1[CH:22]=[CH:21][C:20]([OH:23])=[CH:19][C:18]=1[CH3:24])=[CH:13][CH:12]=[CH:11][C:10]=2[CH2:25][OH:26])(=[O:5])[CH2:2][CH2:3][CH3:4] |f:1.2,6.7|. Reported procedure: A solution of 3-butyryl-4-(4-hydroxy-2-methylphenylamino)-8-(4-methoxybenzoyloxymethyl)quinoline (2.34 g, 4.8 mmol) and sodium hydroxide (0.38 g, 9.6 mmol) in methanol (50 ml) was heated at reflux for 30 minutes, then diluted with water and neutralised with dilute hydrochloric acid. The solid was filtered off and washed with water, then converted to the hydrochloride. Recrystallisation from aqueous ethanol gave 3-butyryl-4-(4-hydroxy-2-methylphenylamino)-8-(hydroxymethyl)quinoline hydrochloride ... Reactants: SC1=CC=C(C(=O)OC)C=C1 (methyl 4-mercaptobenzoate), C([O-])([O-])=O.[K+].[K+] (potassium carbonate), ClC1=CC=C(C=C1)C1=NC2=C(N1C(COC1=C(C=CC=C1)F)C1CCCCC1)C=C(C(=C2)F)F (2-(4-Chloro-phenyl)-1-[1-cyclohexyl-2-(2-fluoro-phenoxy)-ethyl]-5,6-difluoro-1H-benzoimidazole). Solvent: CN(C=O)C (N,N-dimethylformamide). Reaction conditions: time 15 minute. Yields the product COC(C1=CC=C(C=C1)SCC(C1CCCCC1)N1C(=NC2=C1C=C(C(=C2)F)F)C2=CC=C(C=C2)Cl)=O (4-{2-[2-(4-Chloro-phenyl)-5,6-difluoro-benzoimidazol-1-yl]-2-cyclohexyl-ethylsulfanyl}-benzoic acid methyl ester). Yield: 65.0%. As a reaction SMILES: [SH:1][C:2]1[CH:11]=[CH:10][C:5]([C:6]([O:8][CH3:9])=[O:7])=[CH:4][CH:3]=1.C(=O)([O-])[O-].[K+].[K+].[Cl:18][C:19]1[CH:24]=[CH:23][C:22]([C:25]2[N:29]([CH:30]([CH:40]3[CH2:45][CH2:44][CH2:43][CH2:42][CH2:41]3)[CH2:31]OC3C=CC=CC=3F)[C:28]3[CH:46]=[C:47]([F:51])[C:48]([F:50])=[CH:49][C:27]=3[N:26]=2)=[CH:21][CH:20]=1>CN(C)C=O>[CH3:9][O:8][C:6](=[O:7])[C:5]1[CH:4]=[CH:3][C:2]([S:1][CH2:31][CH:30]([N:29]2[C:28]3[CH:46]=[C:47]([F:51])[C:48]([F:50])=[CH:49][C:27]=3[N:26]=[C:25]2[C:22]2[CH:23]=[CH:24][C:19]([Cl:18])=[CH:20][CH:21]=2)[CH:40]2[CH2:41][CH2:42][CH2:43][CH2:44][CH2:45]2)=[CH:11][CH:10]=1 |f:1.2.3|. Procedure: To a solution of 74 mg (0.44 mmol) methyl 4-mercaptobenzoate in 3 ml N,N-dimethylformamide was added 61 mg (0.44 mmol) potassium carbonate at 0° C. The reaction mixture was stirred for 15 min. and then 200 mg (0.44 mmol) 1-(2-bromo-1-cyclohexyl-ethyl)-2-(4-chloro-phenyl)-5,6-difluoro-1H-benzoimidazole (Example 34, intermediate) was added at the same temperature. The cooling bath was removed and the reaction mixture stirred for 18 hours at room temperature. The reaction mixture was poured on 10% ...